describe an organic reaction: reactants, conditions, products, and yield From a dataset of the Open Reaction Database (ORD), a public repository of structured organic reaction records. The reactants are Cc1ncccc1NC(=O)c1ccc2c(c1)CCC1CC(O)(c3ccccc3)C(=O)CC21Cc1ccccc1, C1CCOC1, CC#N, [Cl-], [NH4+], O. Yields the product Cc1ncccc1NC(=O)c1ccc2c(c1)CCC1CC(O)(c3ccccc3)C(C)(O)CC21Cc1ccccc1. Reaction SMILES: [CH2:1]([c:2]1[cH:3][cH:4][cH:5][cH:6][cH:7]1)[C:8]12[c:9]3[cH:10][cH:11][c:12]([C:30](=[O:31])[NH:32][c:33]4[c:34]([CH3:39])[n:35][cH:36][cH:37][cH:38]4)[cH:13][c:14]3[CH2:15][CH2:16][CH:17]1[CH2:18][C:19]([c:23]1[cH:24][cH:25][cH:26][cH:27][cH:28]1)([OH:29])[C:20](=[O:22])[CH2:21]2.[CH2:40]1[O:41][CH2:42][CH2:43][CH2:44]1.[CH3:47][C:48]#[N:49].[Cl-:45].[NH4+:46].[OH2:50]>>[CH2:1]([c:2]1[cH:3][cH:4][cH:5][cH:6][cH:7]1)[C:8]12[c:9]3[cH:10][cH:11][c:12]([C:30](=[O:31])[NH:32][c:33]4[c:34]([CH3:39])[n:35][cH:36][cH:37][cH:38]4)[cH:13][c:14]3[CH2:15][CH2:16][CH:17]1[CH2:18][C:19]([c:23]1[cH:24][cH:25][cH:26][cH:27][cH:28]1)([OH:29])[C:20]([OH:22])([CH3:40])[CH2:21]2. Reactants: CCOC(=O)CCN(C)C(=O)C1CCC(CCN(C)C(=O)Oc2ccc(Cl)cc2)CC1, C1CCOC1, [Li+], [OH-]. Product: CN(CCC1CCC(C(=O)N(C)CCC(=O)O)CC1)C(=O)Oc1ccc(Cl)cc1. As a reaction SMILES: [CH2:1]([CH3:2])[O:3][C:4]([CH2:5][CH2:6][N:7]([CH3:8])[C:9](=[O:10])[CH:11]1[CH2:12][CH2:13][CH:14]([CH2:17][CH2:18][N:19]([CH3:20])[C:21](=[O:22])[O:23][c:24]2[cH:25][cH:26][c:27]([Cl:30])[cH:28][cH:29]2)[CH2:15][CH2:16]1)=[O:31].[CH2:34]1[O:35][CH2:36][CH2:37][CH2:38]1.[Li+:33].[OH-:32]>>[O:3]=[C:4]([CH2:5][CH2:6][N:7]([CH3:8])[C:9](=[O:10])[CH:11]1[CH2:12][CH2:13][CH:14]([CH2:17][CH2:18][N:19]([CH3:20])[C:21](=[O:22])[O:23][c:24]2[cH:25][cH:26][c:27]([Cl:30])[cH:28][cH:29]2)[CH2:15][CH2:16]1)[OH:31]. Reactants: FC1=CC=C(C2=C1C(C=1C=CN=CC1C2=O)=O)O (6-fluoro-9-hydroxybenzo[g]isoquinoline-5,10-dione), ClC1=CC=C(C2=C1C(C=1C=CN=CC1C2=O)=O)O (6-chloro-9-hydroxybenzo [g]isoquinoline-5,10-dione), FC1=CC=C(C2=C1C(C=1C=CN=CC1C2=O)=O)OS(=O)(=O)C2=CC=C(C=C2)C (6-fluoro-9-(p-toluenesulfonyloxy)benzo [g]isoquinoline-5,10-dione). The solvent is C(Cl)Cl (methylene chloride). Product: ClC1=CC=C(C2=C1C(C=1C=CN=CC1C2=O)=O)OS(=O)(=O)C2=CC=C(C=C2)C (6-chloro-9-(p-toluenesulfonyloxy)benzo[g]isoquinoline-5,10-dione). Reaction SMILES: FC1C2C(=O)C3C=CN=CC=3C(=O)C=2C(O)=CC=1.[Cl:19][C:20]1[C:25]2[C:26](=[O:35])[C:27]3[CH:28]=[CH:29][N:30]=[CH:31][C:32]=3[C:33](=[O:34])[C:24]=2[C:23]([OH:36])=[CH:22][CH:21]=1.FC1C2C(=O)C3C=CN=CC=3C(=O)C=2C([O:54][S:55]([C:58]2[CH:63]=[CH:62][C:61]([CH3:64])=[CH:60][CH:59]=2)(=O)=[O:56])=CC=1>C(Cl)Cl>[Cl:19][C:20]1[C:25]2[C:26](=[O:35])[C:27]3[CH:28]=[CH:29][N:30]=[CH:31][C:32]=3[C:33](=[O:34])[C:24]=2[C:23]([O:36][S:55]([C:58]2[CH:63]=[CH:62][C:61]([CH3:64])=[CH:60][CH:59]=2)(=[O:56])=[O:54])=[CH:22][CH:21]=1. Procedure: Following the procedure of Preparative Example 15 and using the mixture of 6-fluoro-9-hydroxybenzo[g]isoquinoline-5,10-dione and 6-chloro-9-hydroxybenzo [g]isoquinoline-5,10-dione obtained in Preparative Example 16 as starting material, an approximately 60/40 mixture of 6-fluoro-9-(p-toluenesulfonyloxy)benzo [g]isoquinoline-5,10-dione and 6-chloro-9-(p-toluenesulfonyloxy)benzo[g]isoquinoline-5,10-dione is obtained as a yellow powder, m.p. 193°-195° C. (from methylene chloride). Reactants: CC(=O)O, O=C1C(Cc2c(Cl)ccc(O)c2Cl)CCN1C1CCCCC1, O=C1CCC(=O)N1Br. Yields the product O=C1C(Cc2c(Cl)cc(Br)c(O)c2Cl)CCN1C1CCCCC1. Reaction SMILES: [CH3:31][C:32](=[O:33])[OH:34].[Cl:1][c:2]1[c:3]([CH2:4][CH:5]2[C:6](=[O:16])[N:7]([CH:10]3[CH2:11][CH2:12][CH2:13][CH2:14][CH2:15]3)[CH2:8][CH2:9]2)[c:17]([Cl:22])[cH:18][cH:19][c:20]1[OH:21].[O:23]=[C:24]1[N:25]([Br:30])[C:26](=[O:27])[CH2:28][CH2:29]1>>[Cl:1][c:2]1[c:3]([CH2:4][CH:5]2[C:6](=[O:16])[N:7]([CH:10]3[CH2:11][CH2:12][CH2:13][CH2:14][CH2:15]3)[CH2:8][CH2:9]2)[c:17]([Cl:22])[cH:18][c:19]([Br:30])[c:20]1[OH:21]. Reaction conditions: time 8 hour. Starting materials: C(C)OC(CC(C(=O)C1CCCCC1)C1=CC=CC=C1)OCC (4-Cyclohexyl-4-oxo-3-phenyl-butyraldehyde Diethyl Acetal). Procedure: A solution of 1.17 g of Compound 5b in 10 ml of acetone and 22.1 ml of 2N HCl was stirred at r.t. for 5 h. After overnight resting, the aqueous layer was extracted with EtOAc. The collected organic layers were washed with water, dried (Na2SO4) and the solvent was evaporated under vacuum to give 0.84 g (100%) of the title compound used immediately without further purification. Yield: 93.6%. The product is C1(CCCCC1)C(C(CC=O)C1=CC=CC=C1)=O (4-Cyclohexyl-4-oxo-3-phenyl-butyraldehyde). RXN SMILES: C([O:3][CH:4](OCC)[CH2:5][CH:6]([C:15]1[CH:20]=[CH:19][CH:18]=[CH:17][CH:16]=1)[C:7]([CH:9]1[CH2:14][CH2:13][CH2:12][CH2:11][CH2:10]1)=[O:8])C>CC(C)=O.Cl>[CH:9]1([C:7](=[O:8])[CH:6]([C:15]2[CH:16]=[CH:17][CH:18]=[CH:19][CH:20]=2)[CH2:5][CH:4]=[O:3])[CH2:14][CH2:13][CH2:12][CH2:11][CH2:10]1. The solvent is CC(=O)C (acetone), Cl (HCl).